From a dataset of the Open Reaction Database (ORD), a public repository of structured organic reaction records. describe an organic reaction: reactants, conditions, products, and yield Reaction SMILES: [OH:1][C:2]1[CH:3]=[CH:4][C:5]([C:8]([O:10][CH3:11])=[O:9])=[N:6][CH:7]=1.ClC1C=CC=C(C(OO)=[O:20])C=1>ClCCl>[OH:1][C:2]1[CH:7]=[N+:6]([O-:20])[C:5]([C:8]([O:10][CH3:11])=[O:9])=[CH:4][CH:3]=1. The yield is 78.9%. Procedure details: To a suspension of methyl 5-hydroxypyridin-2-carboxylate (5.30 g) in dichloromethane (75 ml), m-chloroperbenzoic acid (>65%, 11.0 g) is added under ice-cooling, and the mixture is stirred at room temperature for 5 hours. The reaction solution is concentrated under reduced pressure. The residue is suspended in ethyl acetate and collected by filtration to give the title compound (4.62 g). Mother liquor is concentrated under reduced pressure and the resulting residue is purified by silica gel colum... The solvent is ClCCl (dichloromethane). Conditions: time 5 hour. Reactants: OC=1C=CC(=NC1)C(=O)OC (methyl 5-hydroxypyridin-2-carboxylate), ClC1=CC(=CC=C1)C(=O)OO (m-chloroperbenzoic acid). The product is OC1=CC=C([N+](=C1)[O-])C(=O)OC (Methyl 5-hydroxypyridine-2-carboxylate 1-oxide). Reactants: C1(=CC=CC=C1)OC(C1=C(C(=C(C=C1C)C)C)O)=O (2-hydroxy-3,4,6-trimethylbenzoic acid phenylester), C(CCCCCCCCCCC)NCCCCCCCCCCCC (didodecylamine). Conditions: temperature 120 celsius. The product is C(CCCCCCCCCCC)N(C(C1=C(C(=C(C=C1C)C)C)O)=O)CCCCCCCCCCCC (N,N-didodecyl-2-hydroxy-3,4,6-trimethylbenzamide). The yield is 91.0%. Reaction SMILES: C1(O[C:8](=[O:19])[C:9]2[C:14]([CH3:15])=[CH:13][C:12]([CH3:16])=[C:11]([CH3:17])[C:10]=2[OH:18])C=CC=CC=1.[CH2:20]([NH:32][CH2:33][CH2:34][CH2:35][CH2:36][CH2:37][CH2:38][CH2:39][CH2:40][CH2:41][CH2:42][CH2:43][CH3:44])[CH2:21][CH2:22][CH2:23][CH2:24][CH2:25][CH2:26][CH2:27][CH2:28][CH2:29][CH2:30][CH3:31]>>[CH2:33]([N:32]([CH2:20][CH2:21][CH2:22][CH2:23][CH2:24][CH2:25][CH2:26][CH2:27][CH2:28][CH2:29][CH2:30][CH3:31])[C:8](=[O:19])[C:9]1[C:14]([CH3:15])=[CH:13][C:12]([CH3:16])=[C:11]([CH3:17])[C:10]=1[OH:18])[CH2:34][CH2:35][CH2:36][CH2:37][CH2:38][CH2:39][CH2:40][CH2:41][CH2:42][CH2:43][CH3:44]. Procedure details: In a 250 ml flask fitted with a mechanical stirrer and a reflux condenser, were placed 30.7 g (0.12 mole) of the 2-hydroxy-3,4,6-trimethylbenzoic acid phenyl ester prepared in step (2) and 42.36 g (0.12 mole) of didodecylamine. This mixture was heated in a nitrogen atmosphere at 120° C. for 12 hours. The phenol formed was distilled off under vacuum (7 g were thus collected). After cooling, the crystallization of the desired product was started by scraping. Starting materials: ClCC(=O)O[C@H]1[C@@H](CCCC1)C1=CC=CC=C1 ((-)-(1R,2S)-2-phenylcyclohexyl chloroacetate), COC=1C=CC(=CC1)C=O (anisaldehyde), [H-].[Na+] (NaH). The solvent is O1CCCC1 (tetrahydrofuran). Run at time 8 hour. Yields the product C1(=CC=CC=C1)[C@H]1[C@@H](CCCC1)OC(=O)[C@@H]1O[C@H]1C1=CC=C(C=C1)OC ((2R,3S)-3-(4-Methoxyphenyl)oxirane Carboxylic Acid (1R,2S)-2-Phenylcyclohexyl Ester). Isolated yield 50.9%. Reaction SMILES: [H-].[Na+].Cl[CH2:4][C:5]([O:7][C@@H:8]1[CH2:13][CH2:12][CH2:11][CH2:10][C@H:9]1[C:14]1[CH:19]=[CH:18][CH:17]=[CH:16][CH:15]=1)=[O:6].[CH3:20][O:21][C:22]1[CH:23]=[CH:24][C:25]([CH:28]=[O:29])=[CH:26][CH:27]=1>O1CCCC1>[C:14]1([C@@H:9]2[CH2:10][CH2:11][CH2:12][CH2:13][C@H:8]2[O:7][C:5]([C@H:4]2[C@H:28]([C:25]3[CH:24]=[CH:23][C:22]([O:21][CH3:20])=[CH:27][CH:26]=3)[O:29]2)=[O:6])[CH:19]=[CH:18][CH:17]=[CH:16][CH:15]=1 |f:0.1|. Reported procedure: A 5.0-L three-necked flask equipped with a stirrer, a gas bubbler, a thermometer, an addition funnel and condenser was charged with 100 g (3.33 mole) of NaH (80% in mineral oil), and triturated with 3×500 mL=1.5 L of hexane. Each portion of hexane was decanted when the NaH had settled. Under an argon atmosphere, 1.5 L of tetrahydrofuran was added followed by a solution of 568 g (2.247 mole) of (-)-(1R,2S)-2-phenylcyclohexyl chloroacetate, 352 g (2.589 mole) of anisaldehyde and 250 mL of tetrahyd... Reactants: CO, CCOC(C)=O, CCN(CC)CCOc1ccc([N+](=O)[O-])c(Cl)c1, ClCCl. Yields the product CCN(CC)CCOc1ccc(N)c(Cl)c1. As a reaction SMILES: [CH3:19][OH:20].[CH3:24][CH2:25][O:26][C:27](=[O:28])[CH3:29].[Cl:1][c:2]1[cH:3][c:4]([O:5][CH2:6][CH2:7][N:8]([CH2:9][CH3:10])[CH2:11][CH3:12])[cH:13][cH:14][c:15]1[N+:16]([O-:17])=[O:18].[Cl:21][CH2:22][Cl:23]>>[Cl:1][c:2]1[cH:3][c:4]([O:5][CH2:6][CH2:7][N:8]([CH2:9][CH3:10])[CH2:11][CH3:12])[cH:13][cH:14][c:15]1[NH2:16]. Starting materials: C(C=C)C=1C[C@H]2C[C@@]([C@H]2C1)(C[N+](=O)[O-])CC(=O)OC(C)(C)C (Tert-butyl(±)-[(1S,5R,6R)-3-allyl-6-(nitromethyl)bicyclo[3.2.0]hept-3-en-6-yl]acetate), [Cl-].[NH4+] (ammonium chloride). Reagents/catalysts: [Fe] (iron). Run in C(C)O (ethanol), O (water). Run at time 2 hour. Yields the product C(C=C)C=1C[C@H]2C[C@@]([C@H]2C1)(CN)CC(=O)O ((±)-[(1S,5R,6R)-3-allyl-6-(aminomethyl)bicyclo[3.2.0]hept-3-en-6-yl]acetic acid). The yield is 28.4%. As a reaction SMILES: [CH2:1]([C:4]1[CH2:5][C@@H:6]2[C@H:9]([CH:10]=1)[C@@:8]([CH2:15][C:16]([O:18]C(C)(C)C)=[O:17])([CH2:11][N+:12]([O-])=O)[CH2:7]2)[CH:2]=[CH2:3].[Cl-].[NH4+]>C(O)C.O.[Fe]>[CH2:1]([C:4]1[CH2:5][C@@H:6]2[C@H:9]([CH:10]=1)[C@@:8]([CH2:15][C:16]([OH:18])=[O:17])([CH2:11][NH2:12])[CH2:7]2)[CH:2]=[CH2:3] |f:1.2|. Procedure: Tert-butyl(±)-[(1S,5R,6R)-3-allyl-6-(nitromethyl)bicyclo[3.2.0]hept-3-en-6-yl]acetate (335.2 mg, 1.09 mmol) was dissolved in ethanol (10 mL) and water (5 mL). To the solution, iron powder (611.0 mg, 10.9 mmol) and ammonium chloride (57.8 mg, 1.09 mmol) were added, and the mixture was stirred for 2 hours under heating to reflux. The mixture was allowed to cool, then diluted with saturated saline, a saturated aqueous solution of sodium bicarbonate, and ethyl acetate, and filtered through Celite to... Run in C1CCOC1 (THF). Reaction SMILES: [CH3:1][O:2][C:3]1[CH:4]=[C:5]2[C:10](=[CH:11][C:12]=1[O:13][CH3:14])[N:9]=[CH:8][CH:7]=[C:6]2[O:15][C:16]1[CH:17]=[C:18]2[C:23](=[CH:24][CH:25]=1)[C:22]([NH2:26])=[CH:21][CH:20]=[CH:19]2.[F:27][C:28]1[CH:33]=[CH:32][CH:31]=[CH:30][C:29]=1[N:34]=[C:35]=[O:36]>C1COCC1>[CH3:1][O:2][C:3]1[CH:4]=[C:5]2[C:10](=[CH:11][C:12]=1[O:13][CH3:14])[N:9]=[CH:8][CH:7]=[C:6]2[O:15][C:16]1[CH:17]=[C:18]2[C:23](=[CH:24][CH:25]=1)[C:22]([NH:26][C:35]([NH:34][C:29]1[CH:30]=[CH:31][CH:32]=[CH:33][C:28]=1[F:27])=[O:36])=[CH:21][CH:20]=[CH:19]2. Reactants: COC=1C=C2C(=CC=NC2=CC1OC)OC=1C=C2C=CC=C(C2=CC1)N (6-(6,7-Dimethoxyquinolin-4-yloxy)naphthalen-1-amine), FC1=C(C=CC=C1)N=C=O (2-fluorophenylisocyanate). Procedure: 6-(6,7-Dimethoxyquinolin-4-yloxy)naphthalen-1-amine (50 mg, 0.144 mmol) and 2-fluorophenylisocyanate (20 mg, 0.144 mmol) were dissolved in THF (1 mL) then stirred at RT for 16 h. A precipitate formed in the mixture and was collected on a glass frit, washing with minimal THF then CH2Cl2 to give N-(6-((6,7-bis(methoxy)-4-quinolinyl)oxy)-1-naphthalenyl)-N′-(2-fluorophenyl)urea as an off-white solid. MS (ESI, pos. ion) m/z: 484.2 (M+1). Mass Calc'd for C28H22FN3O4: 483.50 Conditions: time 16 hour. Yields the product COC=1C=C2C(=CC=NC2=CC1OC)OC=1C=C2C=CC=C(C2=CC1)NC(=O)NC1=C(C=CC=C1)F (N-(6-((6,7-bis(methoxy)-4-quinolinyl)oxy)-1-naphthalenyl)-N′-(2-fluorophenyl)urea). Reactants: O=C1CC2CC=C(N12)C(=O)OC (methyl 7-oxo-1-azabicyclo[3,2,0]hept-2-ene-2-carboxylate), C(C)S (ethane thiol), thiol, C([O-])([O-])=O.[K+].[K+] (potassium carbonate). The solvent is CN(C=O)C (dimethylformamide). Run at time 1 hour. Product: C(C)SC1C(N2C(CC2C1)=O)C(=O)OC (Methyl 3-ethylthio-7-oxo-1-azabicyclo[3,2,0]heptane-2-carboxylate). RXN SMILES: [O:1]=[C:2]1[N:8]2[CH:4]([CH2:5][CH:6]=[C:7]2[C:9]([O:11][CH3:12])=[O:10])[CH2:3]1.[CH2:13]([SH:15])[CH3:14].C(=O)([O-])[O-].[K+].[K+]>CN(C)C=O>[CH2:13]([S:15][CH:6]1[CH2:5][CH:4]2[N:8]([C:2](=[O:1])[CH2:3]2)[CH:7]1[C:9]([O:11][CH3:12])=[O:10])[CH3:14] |f:2.3.4|. Procedure details: A stirred solution of methyl 7-oxo-1-azabicyclo[3,2,0]hept-2-ene-2-carboxylate (9) (0.050 g) in dry dimethylformamide (1 ml) at room temperature was treated with ethane thiol (0.10 ml) followed by powdered potassium carbonate (0.023 g). After a period of 1 hour, the excess thiol was blown off in a stream of argon and the residue concentrated at 30° under reduced pressure. The residual gum was dissolved in ethyl acetate, washed with brine and dried over sodium sulphate. The ethyl acetate solution... The reactants are [BH3-]C#N, CC(=O)[O-], COC(=O)C(C)N, CO, CCCCCC=O, [Na+], [Na+]. Product: CCCCCCNC(C)C(=O)OC. RXN SMILES: [C:20]([BH3-:21])#[N:22].[CH3:16][C:17](=[O:18])[O-:19].[CH3:1][O:2][C:3]([CH:4]([NH2:5])[CH3:6])=[O:7].[CH3:24][OH:25].[CH:8]([CH2:9][CH2:10][CH2:11][CH2:12][CH3:13])=[O:14].[Na+:15].[Na+:23]>>[CH3:1][O:2][C:3]([CH:4]([NH:5][CH2:8][CH2:9][CH2:10][CH2:11][CH2:12][CH3:13])[CH3:6])=[O:7].